Dataset: the Open Reaction Database (ORD), a public repository of structured organic reaction records. Task: describe an organic reaction: reactants, conditions, products, and yield The reactants are COC1=C(C(=CC=C1)OC)C1=CC(=NN1C1=C(C=C(C=C1)C(N(CCCN(C)C)C)=O)C(C)C)C(=O)NC1(C2CC3CC(CC1C3)C2)C(=O)O (2-[5-(2,6-dimethoxyphenyl)-1-[4-[N-methyl-N-(3-dimethylaminopropyl)carbamoyl]-2-isopropylphenyl]-3-pyrazolylcarbonylamino]-2-adamantanecarboxylic acid), OS(=O)(=O)O (H2SO4), CCOCC (ether). The solvent is CO (MeOH). Run at temperature 5 celsius. The product is S(=O)(=O)(O)O.COC1=C(C(=CC=C1)OC)C1=CC(=NN1C1=C(C=C(C=C1)C(N(CCCN(C)C)C)=O)C(C)C)C(=O)NC1(C2CC3CC(CC1C3)C2)C(=O)O (2-[5-(2,6-Dimethoxyphenyl)-1-[4-[N-methyl-N-(3-dimethylaminopropyl)carbamoyl]-2-isopropylphenyl]-3-pyrazolylcarbonylamino]-2-adamantanecarboxylic acid hydrogen sulphate). Isolated yield 94.5%. RXN SMILES: [CH3:1][O:2][C:3]1[CH:8]=[CH:7][CH:6]=[C:5]([O:9][CH3:10])[C:4]=1[C:11]1[N:15]([C:16]2[CH:21]=[CH:20][C:19]([C:22](=[O:31])[N:23]([CH3:30])[CH2:24][CH2:25][CH2:26][N:27]([CH3:29])[CH3:28])=[CH:18][C:17]=2[CH:32]([CH3:34])[CH3:33])[N:14]=[C:13]([C:35]([NH:37][C:38]2([C:48]([OH:50])=[O:49])[CH:45]3[CH2:46][CH:41]4[CH2:42][CH:43]([CH2:47][CH:39]2[CH2:40]4)[CH2:44]3)=[O:36])[CH:12]=1.[OH:51][S:52]([OH:55])(=[O:54])=[O:53].CCOCC>CO>[S:52]([OH:55])([OH:54])(=[O:53])=[O:51].[CH3:10][O:9][C:5]1[CH:6]=[CH:7][CH:8]=[C:3]([O:2][CH3:1])[C:4]=1[C:11]1[N:15]([C:16]2[CH:21]=[CH:20][C:19]([C:22](=[O:31])[N:23]([CH3:30])[CH2:24][CH2:25][CH2:26][N:27]([CH3:28])[CH3:29])=[CH:18][C:17]=2[CH:32]([CH3:34])[CH3:33])[N:14]=[C:13]([C:35]([NH:37][C:38]2([C:48]([OH:50])=[O:49])[CH:39]3[CH2:40][CH:41]4[CH2:42][CH:43]([CH2:44][CH:45]2[CH2:46]4)[CH2:47]3)=[O:36])[CH:12]=1 |f:4.5|. Procedure: 0.5 g of the compound obtained in EXAMPLE 1' is added to a solution of 0.08 g of H2SO4 in 5 ml of MeOH, this solution is poured into 150 ml of ether cooled to 5° C., and the precipitate formed is drained. 0.54 g of the expected product is obtained. After recrystallization in water, m.p.=212° C. (dec.). After recrystallization in 2-isopropanol, m.p.=263° C. Starting materials: CCOC(=O)CC(=O)OCC, COCCOC, CC(Nc1ccc(C(=O)Cl)cc1)C1CCCC1, Cl. Yields the product CCOC(=O)C(C(=O)OCC)C(=O)c1ccc(NC(C)C2CCCC2)cc1. RXN SMILES: [C:1]([CH2:2][C:3](=[O:4])[O:5][CH2:6][CH3:7])(=[O:8])[O:9][CH2:10][CH3:11].[CH3:30][O:31][CH2:32][CH2:33][O:34][CH3:35].[CH:13]1([CH:18]([CH3:19])[NH:20][c:21]2[cH:22][cH:23][c:24]([C:25](=[O:26])[Cl:27])[cH:28][cH:29]2)[CH2:14][CH2:15][CH2:16][CH2:17]1.[ClH:12]>>[C:1]([CH:2]([C:3](=[O:4])[O:5][CH2:6][CH3:7])[C:25]([c:24]1[cH:23][cH:22][c:21]([NH:20][CH:18]([CH:13]2[CH2:14][CH2:15][CH2:16][CH2:17]2)[CH3:19])[cH:29][cH:28]1)=[O:26])(=[O:8])[O:9][CH2:10][CH3:11].